Dataset: the Open Reaction Database (ORD), a public repository of structured organic reaction records. Task: describe an organic reaction: reactants, conditions, products, and yield RXN SMILES: [N:1]([CH:4]1[CH2:10][CH2:9][C:8]2[CH:11]=[CH:12][CH:13]=[CH:14][C:7]=2[N:6]([CH2:15][C:16]([O:18]CC2C=CC=CC=2)=[O:17])[C:5]1=[O:26])=[N+]=[N-]>C(O)C.[Pd]>[NH2:1][CH:4]1[CH2:10][CH2:9][C:8]2[CH:11]=[CH:12][CH:13]=[CH:14][C:7]=2[N:6]([CH2:15][C:16]([OH:18])=[O:17])[C:5]1=[O:26]. The reagents and catalysts are [Pd] (Pd-C). Reactants: N(=[N+]=[N-])C1C(N(C2=C(CC1)C=CC=C2)CC(=O)OCC2=CC=CC=C2)=O (3-azido-1-benzyloxycarbonylmethyl-2,3,4,5-tetrahydro-1H-[1]benzazepin-2-one). Reported procedure: A solution of 3-azido-1-benzyloxycarbonylmethyl-2,3,4,5-tetrahydro-1H-[1]benzazepin-2-one (14.0 g, 0.04 mol) in ethanol (300 ml) was hydrogenated for 25 hours on a Parr shaker at 45 psi at room temperature using 5% Pd-C (2.0 g) as catalyst. The catalyst was filtered off and the solvent removed under reduced pressure. The residue was dissolved in water (500 ml) and the solution extracted with dichloromethane (2×400 ml). The aqueous solution was filtered, and evaporated under reduced pressure. Eth... Run in C(C)O (ethanol). The product is NC1C(N(C2=C(CC1)C=CC=C2)CC(=O)O)=O (3-amino-1-carboxymethyl-2,3,4,5-tetrahydro-1H-[1]benzazepin-2-one).